From a dataset of the Open Reaction Database (ORD), a public repository of structured organic reaction records. describe an organic reaction: reactants, conditions, products, and yield Starting materials: O=C1NC2=CC[C@H]3[C@@H]4CC[C@@H]([C@@]4(C)CC[C@@H]3[C@]2(CC1)C)C(=O)O (3-oxo-4-azaandrost-5-ene-17β-carboxylic acid), C1(=CC=CC=C1)[C@@H](CC1=CC=CC=C1)N ((R)-1,2-diphenylethylamine). Procedure details: The title compound was prepared in a yield of 80% in a similar manner to that described in Example 1 by reacting 3-oxo-4-azaandrost-5-ene-17β-carboxylic acid and (R)-1,2-diphenylethylamine. RXN SMILES: [O:1]=[C:2]1[CH2:19][CH2:18][C@@:17]2([CH3:20])[C:4](=[CH:5][CH2:6][C@@H:7]3[C@@H:16]2[CH2:15][CH2:14][C@@:12]2([CH3:13])[C@H:8]3[CH2:9][CH2:10][C@@H:11]2[C:21](O)=[O:22])[NH:3]1.[C:24]1([C@H:30]([NH2:38])[CH2:31][C:32]2[CH:37]=[CH:36][CH:35]=[CH:34][CH:33]=2)[CH:29]=[CH:28][CH:27]=[CH:26][CH:25]=1>>[C:24]1([C@H:30]([NH:38][C:21]([C@H:11]2[CH2:10][CH2:9][C@H:8]3[C@H:7]4[C@H:16]([CH2:15][CH2:14][C@:12]23[CH3:13])[C@:17]2([CH3:20])[C:4]([NH:3][C:2](=[O:1])[CH2:19][CH2:18]2)=[CH:5][CH2:6]4)=[O:22])[CH2:31][C:32]2[CH:33]=[CH:34][CH:35]=[CH:36][CH:37]=2)[CH:29]=[CH:28][CH:27]=[CH:26][CH:25]=1. Isolated yield 80.0%. Yields the product C1(=CC=CC=C1)[C@@H](CC1=CC=CC=C1)NC(=O)[C@@H]1[C@]2(C)[C@@H](CC1)[C@@H]1CC=C3NC(CC[C@]3(C)[C@H]1CC2)=O (N-[(R)-1,2-Diphenylethyl]-3-oxo-4-azaandrost-5-ene-17β-carboxamide).